Task: describe an organic reaction: reactants, conditions, products, and yield. Dataset: the Open Reaction Database (ORD), a public repository of structured organic reaction records Starting materials: 3E, ClC=1C=C(CC(C(C)N)C=CC2=CC=CC3=CC=CC=C23)C=CC1Cl (2-(3,4-dichlorobenzyl)-1-methyl-4-(1-naphthyl)-3-butenylamine), ClC1=CC=C(CC(C(C)N)C=CC2=CC=C(C=C2)Cl)C=C1 (2-(4-chlorobenzyl)-4-(4-chlorophenyl)-1-methyl-3 -butenylamine), [PH4+] (phosphonium), ClC=1C=C(CC(C(C)N)C=CC2=CC(=CC=C2)C2=CSC=C2)C=CC1Cl (2-(3, 4-dichlorobenzyl)-1-methyl-4-{3-(3-thienyl)phenyl}-3-butenylamine), 3E, 3E, ClC=1C=C(CC(C(=O)OC(C)(C)C)C(=O)C)C=CC1Cl (tert-butyl 2-(3,4-dichlorobenzyl)acetoacetate), [Cl-].C1=C(C=CC2=CC=CC=C12)C[P+](C1=CC=CC=C1)(C1=CC=CC=C1)C1=CC=CC=C1 ((2-naphthylmethyl)triphenylphosphonium chloride), 3E, ClC1=CC=C(CC(C(=O)OC(C)(C)C)C(=O)C)C=C1 (tert-butyl 2-(4-chlorobenzyl)acetoacetate), O1C2=C(C=C1C=CC(C(C)N)CC1=CC(=C(C=C1)Cl)Cl)C=CC=C2 (4-(2-benzo[b]furanyl)-2-(3,4-dichlorobenzyl)-1-methyl-3-butenylamine). Product: ClC=1C=C(CC(C(C)N)C=CC2=CC3=CC=CC=C3C=C2)C=CC1Cl (2-(3,4-dichlorobenzyl)-1 -methyl-4-(2-naphthyl)-3-butenylamine). Reaction SMILES: [Cl:1][C:2]1[CH:3]=[C:4]([CH:17]=[CH:18][C:19]=1[Cl:20])[CH2:5][CH:6]([C:14]([CH3:16])=O)[C:7](OC(C)(C)C)=O.[Cl-].[CH:22]1[C:31]2[C:26](=[CH:27][CH:28]=[CH:29][CH:30]=2)[CH:25]=[CH:24][C:23]=1[CH2:32][P+](C1C=CC=CC=1)(C1C=CC=CC=1)C1C=CC=CC=1.ClC1C=CC(CC(C(C)=O)C(OC(C)(C)C)=O)=CC=1.[PH4+].O1C(C=CC(CC2C=CC(Cl)=C(Cl)C=2)C([NH2:82])C)=CC2C=CC=CC1=2.ClC1C=C(C=CC=1Cl)CC(C=CC1C=CC=C(C2C=CSC=2)C=1)C(N)C.ClC1C=C(C=CC=1Cl)CC(C=CC1C2C(=CC=CC=2)C=CC=1)C(N)C.ClC1C=CC(CC(C=CC2C=CC(Cl)=CC=2)C(N)C)=CC=1>>[Cl:1][C:2]1[CH:3]=[C:4]([CH:17]=[CH:18][C:19]=1[Cl:20])[CH2:5][CH:6]([CH:7]=[CH:32][C:23]1[CH:24]=[CH:25][C:26]2[C:31](=[CH:30][CH:29]=[CH:28][CH:27]=2)[CH:22]=1)[CH:14]([NH2:82])[CH3:16] |f:1.2|. Procedure details: The following compounds were prepared in the same manner as in Example 123 except that tert-butyl 2-(3,4-dichlorobenzyl)acetoacetate and/or (2-naphthylmethyl)triphenylphosphonium chloride used as the starting materials in the above reaction were changed to the respective tert-butyl 2-(4-chlorobenzyl)acetoacetate and/or corresponding phosphonium derivatives: (1RS, 2RS, 3E)-4-(2-benzo[b]furanyl)-2-(3,4-dichlorobenzyl)-1-methyl-3-butenylamine, (1RS, 2RS, 3E)-2-(3, 4-dichlorobenzyl)-1-methyl-4-{3-(3...